Dataset: the Open Reaction Database (ORD), a public repository of structured organic reaction records. Task: describe an organic reaction: reactants, conditions, products, and yield Reactants: ClC=1C(=NC=CN1)N1N=C(C=C1)C(=O)NC1=CC=C(C=C1)[C@H]1CN(CCO1)C(=O)OC(C)(C)C ((S)-tert-Butyl 2-(4-(1-(3-chloropyrazin-2-yl)-1H-pyrazole-3-carboxamido)phenyl)morpholine-4-carboxylate), Cl (HCl). Run in O1CCOCC1 (dioxane), O1CCOCC1 (dioxane). Conditions: temperature 60 celsius, time 90 minute. Yields the product Cl.ClC=1C(=NC=CN1)N1N=C(C=C1)C(=O)NC1=CC=C(C=C1)[C@H]1CNCCO1 ((S)-1-(3-Chloropyrazin-2-yl)-N-(4-(morpholin-2-yl)phenyl)-1H-pyrazole-3-carboxamide hydrochloride). Reaction SMILES: [Cl:1][C:2]1[C:3]([N:8]2[CH:12]=[CH:11][C:10]([C:13]([NH:15][C:16]3[CH:21]=[CH:20][C:19]([C@@H:22]4[O:27][CH2:26][CH2:25][N:24](C(OC(C)(C)C)=O)[CH2:23]4)=[CH:18][CH:17]=3)=[O:14])=[N:9]2)=[N:4][CH:5]=[CH:6][N:7]=1.Cl>O1CCOCC1>[ClH:1].[Cl:1][C:2]1[C:3]([N:8]2[CH:12]=[CH:11][C:10]([C:13]([NH:15][C:16]3[CH:17]=[CH:18][C:19]([C@@H:22]4[O:27][CH2:26][CH2:25][NH:24][CH2:23]4)=[CH:20][CH:21]=3)=[O:14])=[N:9]2)=[N:4][CH:5]=[CH:6][N:7]=1 |f:3.4|. Procedure details: (S)-tert-Butyl 2-(4-(1-(3-chloropyrazin-2-yl)-1H-pyrazole-3-carboxamido)phenyl)morpholine-4-carboxylate (44 mg, 90.7 μmol) was dissolved in dioxane (0.35 ml) and a solution of HCl in dioxane (340 μl, 1.36 mmol) was added and the reaction mixture was stirred at 60° C. for 90 min. The reactants are C1CCOC1, COC(=O)Cc1ccc2nc(-c3cn(C)c4ccccc34)oc2c1, Cl, [Na+], [OH-]. The product is Cn1cc(-c2nc3ccc(CC(=O)O)cc3o2)c2ccccc21. Reaction SMILES: [CH2:27]1[O:28][CH2:29][CH2:30][CH2:31]1.[CH3:3][n:4]1[cH:5][c:6](-[c:13]2[o:14][c:15]3[c:16]([n:17]2)[cH:18][cH:19][c:20]([CH2:22][C:23](=[O:24])[O:25][CH3:26])[cH:21]3)[c:7]2[cH:8][cH:9][cH:10][cH:11][c:12]12.[ClH:32].[Na+:2].[OH-:1]>>[CH3:3][n:4]1[cH:5][c:6](-[c:13]2[o:14][c:15]3[c:16]([n:17]2)[cH:18][cH:19][c:20]([CH2:22][C:23](=[O:24])[OH:25])[cH:21]3)[c:7]2[cH:8][cH:9][cH:10][cH:11][c:12]12.